This data is from the Open Reaction Database (ORD), a public repository of structured organic reaction records. The task is: describe an organic reaction: reactants, conditions, products, and yield Reactants: C([O-])([O-])=O.[K+].[K+] (potassium carbonate), OC1=C(C=CC=C1)S(=O)(=O)N (2-hydroxybenzenesulphonamide), ClCC=NOC (1-chloro-2-methoxyiminoethane). Solvent: C(C)#N (acetonitrile). The product is CON=CCOC1=C(C=CC=C1)S(=O)(=O)N (2-(2-methoxyiminoethoxy)phenylsulphonamide). Yield: 57.3%. As a reaction SMILES: C(=O)([O-])[O-].[K+].[K+].[OH:7][C:8]1[CH:13]=[CH:12][CH:11]=[CH:10][C:9]=1[S:14]([NH2:17])(=[O:16])=[O:15].Cl[CH2:19][CH:20]=[N:21][O:22][CH3:23]>C(#N)C>[CH3:23][O:22][N:21]=[CH:20][CH2:19][O:7][C:8]1[CH:13]=[CH:12][CH:11]=[CH:10][C:9]=1[S:14]([NH2:17])(=[O:15])=[O:16] |f:0.1.2|. Reported procedure: 30 g (0.2 mol) of potassium carbonate are introduced into a stirred solution of 18 g (0.1 mol) of 2-hydroxybenzenesulphonamide in 20 ml of acetonitrile. 11 g (0.1 mol) of 1-chloro-2-methoxyiminoethane are then rapidly added dropwise, and the mixture is heated at the boiling point for a further 3 hours. The precipitate which separates out is filtered off under suction, in filtrate is evaporated down, the oily residue is triturated with water, and the product is filtered off under suction and drie... Reported procedure: If the 3-(2'-carboxybenzoyl)-1-ethyl-2-methyl-indole in Example 1 is replaced by an equimolar amount of 3-(2'-carboxybenzoyl)-1-n-octyl-2-methyl-indole, with the procedure otherwise being as described in Example 1, there is obtained 3.8 g of a phthalide compound of the formula ##STR14## which melts at 123°-125° C. This colour former develops on silton clay a blue colour of λ max. 600 nm. Starting materials: C(=O)(O)C1=C(C(=O)C2=C(N(C3=CC=CC=C23)CC)C)C=CC=C1 (3-(2'-carboxybenzoyl)-1-ethyl-2-methyl-indole), C(=O)(O)C1=C(C(=O)C2=C(N(C3=CC=CC=C23)CCCCCCCC)C)C=CC=C1 (3-(2'-carboxybenzoyl)-1-n-octyl-2-methyl-indole). As a reaction SMILES: [C:1]([C:4]1[CH:23]=[CH:22][CH:21]=[CH:20][C:5]=1[C:6](C1C2C(=CC=CC=2)N(CC)C=1C)=[O:7])(O)=[O:2].C(C1C=CC=CC=1C(C1C2C(=CC=CC=2)N(CCCCCCCC)C=1C)=O)(O)=O>>[C:1]1([C:4]2[C:5](=[CH:20][CH:21]=[CH:22][CH:23]=2)[CH2:6][O:7]1)=[O:2]. The product is C1(=O)OCC2=CC=CC=C12 (phthalide).